This data is from the Open Reaction Database (ORD), a public repository of structured organic reaction records. The task is: describe an organic reaction: reactants, conditions, products, and yield The reactants are C1(=CC=CC=C1)C(C)=NO (1-phenyl-ethanone oxime), COC(C1=C(C=C(C=C1)OCCBr)O)=O (4-(2-bromo-ethoxy)-2-hydroxy-benzoic acid methyl ester), [OH-].[Na+] (sodium hydroxide). The reagents and catalysts are [I-].C(CCC)[N+](CCCC)(CCCC)CCCC (tetrabutylammonium iodide). The solvent is O1CCCC1 (tetrahydrofuran). The product is OC1=C(C(=O)O)C=CC(=C1)OCCON=C(C)C1=CC=CC=C1 (2-hydroxy-4-[2-(1-phenyl-ethylideneaminooxy)-ethoxy]-benzoic acid). The yield is 26.5%. RXN SMILES: [C:1]1([C:7](=[N:9][OH:10])[CH3:8])[CH:6]=[CH:5][CH:4]=[CH:3][CH:2]=1.C[O:12][C:13](=[O:25])[C:14]1[CH:19]=[CH:18][C:17]([O:20][CH2:21][CH2:22]Br)=[CH:16][C:15]=1[OH:24].[OH-].[Na+]>O1CCCC1.[I-].C([N+](CCCC)(CCCC)CCCC)CCC>[OH:24][C:15]1[CH:16]=[C:17]([O:20][CH2:21][CH2:22][O:10][N:9]=[C:7]([C:1]2[CH:6]=[CH:5][CH:4]=[CH:3][CH:2]=2)[CH3:8])[CH:18]=[CH:19][C:14]=1[C:13]([OH:25])=[O:12] |f:2.3,5.6|. Procedure details: To a solution of 1-phenyl-ethanone oxime (1.156 g, 8.55 mmol) in tetrahydrofuran (75 mL) was added 4-(2-bromo-ethoxy)-2-hydroxy-benzoic acid methyl ester (2.346 g, 8.52 mmol), tetrabutylammonium iodide (0.968 g, 2.62 mmol) and 15% sodium hydroxide solution (30 mL). The reaction was heated at reflux overnight, cooled to room temperature and the layers were separated. The aqueous layer was neutralized to pH 7 by the addition of concentrated hydrochloric acid and extracted with ethyl acetate. The c... The reactants are Example 1 ( 2 ), C(#N)C=1C=CC2=C(C(=C(O2)C(=O)O)C)C1 (5-cyano-3-methyl-2-benzofurancarboxylic acid), N[C@@H]1CC[C@H](CC1)OCC(=O)OC(C)(C)C (t-butyl trans-(4-aminocyclohexyloxy)acetate). Product: C(#N)C=1C=CC2=C(C(=C(O2)C(=O)N[C@@H]2CC[C@H](CC2)OCC(=O)OC(C)(C)C)C)C1 (t-butyl trans-[4-[(5-cyano-3-methyl-2-benzofuranyl) carbonylamino]cyclohexyloxy]acetate). The yield is 83.5%. Reaction SMILES: [C:1]([C:3]1[CH:4]=[CH:5][C:6]2[O:10][C:9]([C:11]([OH:13])=O)=[C:8]([CH3:14])[C:7]=2[CH:15]=1)#[N:2].[NH2:16][C@H:17]1[CH2:22][CH2:21][C@H:20]([O:23][CH2:24][C:25]([O:27][C:28]([CH3:31])([CH3:30])[CH3:29])=[O:26])[CH2:19][CH2:18]1>>[C:1]([C:3]1[CH:4]=[CH:5][C:6]2[O:10][C:9]([C:11]([NH:16][C@H:17]3[CH2:22][CH2:21][C@H:20]([O:23][CH2:24][C:25]([O:27][C:28]([CH3:31])([CH3:30])[CH3:29])=[O:26])[CH2:19][CH2:18]3)=[O:13])=[C:8]([CH3:14])[C:7]=2[CH:15]=1)#[N:2]. Procedure: In the same manner as in Example 1 (2), 5-cyano-3-methyl-2-benzofurancarboxylic acid (312 mg, 1.55 mmol) and t-butyl trans-(4-aminocyclohexyloxy)acetate (380 mg, 1.66 mmol) were condensed to give 534 mg of t-butyl trans-[4-[(5-cyano-3-methyl-2-benzofuranyl) carbonylamino]cyclohexyloxy]acetate as a colorless solid (84%). Reactants: COc1cc2nc(-c3cccc(-c4ccccc4)c3)nc(Cl)c2cc1OC(C)=O, CC(C)O, CC(C)(C)OC(=O)n1ncc2cc(N)ccc21. Product: COc1cc2nc(-c3cccc(-c4ccccc4)c3)nc(Nc3ccc4c(cnn4C(=O)OC(C)(C)C)c3)c2cc1OC(C)=O. As a reaction SMILES: [C:1]([CH3:2])(=[O:3])[O:4][c:5]1[cH:6][c:7]2[c:8]([Cl:29])[n:9][c:10](-[c:17]3[cH:18][c:19](-[c:23]4[cH:24][cH:25][cH:26][cH:27][cH:28]4)[cH:20][cH:21][cH:22]3)[n:11][c:12]2[cH:13][c:14]1[O:15][CH3:16].[CH:47]([OH:48])([CH3:49])[CH3:50].[NH2:30][c:31]1[cH:32][c:33]2[cH:34][n:35][n:36]([C:40](=[O:41])[O:42][C:43]([CH3:44])([CH3:45])[CH3:46])[c:37]2[cH:38][cH:39]1>>[C:1]([CH3:2])(=[O:3])[O:4][c:5]1[cH:6][c:7]2[c:8]([NH:30][c:31]3[cH:32][c:33]4[cH:34][n:35][n:36]([C:40](=[O:41])[O:42][C:43]([CH3:44])([CH3:45])[CH3:46])[c:37]4[cH:38][cH:39]3)[n:9][c:10](-[c:17]3[cH:18][c:19](-[c:23]4[cH:24][cH:25][cH:26][cH:27][cH:28]4)[cH:20][cH:21][cH:22]3)[n:11][c:12]2[cH:13][c:14]1[O:15][CH3:16]. Starting materials: CC1(CC=C(C=C1)C1=CC=CC=C1)C(=O)OC (4-Methyl-(1,1'-biphenyl)-4-carboxylic acid, methyl ester), [H-].[H-].[H-].[H-].[Li+].[Al+3] (LiAlH4), C1CCOC1 (THF), [O-]S(=O)(=O)[O-].[Na+].[Na+] (Na2SO4), [OH-].[Na+] (NaOH). Reaction conditions: time 1 hour. Product: CC1=CC=C(C=C1)C1=CC=C(C=C1)CO ([4'Methyl-(1,1-biphenyl)-4-yl]methanol). As a reaction SMILES: C[C:2]1([C:14]([O:16]C)=O)[CH:7]=[CH:6][C:5]([C:8]2[CH:13]=[CH:12][CH:11]=[CH:10][CH:9]=2)=[CH:4][CH2:3]1.[H-].[H-].[H-].[H-].[Li+].[Al+3].[OH-].[Na+].[O-]S([O-])(=O)=O.[Na+].[Na+].[CH2:33]1COCC1>>[CH3:33][C:11]1[CH:10]=[CH:9][C:8]([C:5]2[CH:4]=[CH:3][C:2]([CH2:14][OH:16])=[CH:7][CH:6]=2)=[CH:13][CH:12]=1 |f:1.2.3.4.5.6,7.8,9.10.11|. Procedure details: 4-Methyl-(1,1'-biphenyl)-4-carboxylic acid, methyl ester (1.43 g) in ER (25 ml) and THF (25 ml) was added over 5 min to LiAlH4 (420 mg) in ER (25 ml). The mixture was stirred at room temperature for 1 h and then cooled in ice. Aqueous NaOH (1 M, 2.1 ml) was added and after stirring (15 min) excess anhydrous Na2SO4 was added. The mixture was filtered and the filtrate evaporated to give a solid. Crystallisation from cyclohexanemethanol gave the title compound (1.04 g) m.p. 128°-31°. Starting materials: [N+](=O)([O-])C(C)C (2-nitropropane), N1CCCC1 (pyrrolidine), C=O (formaldehyde), [OH-].[Na+] (sodium hydroxide). The solvent is O1CCOCC1 (dioxan). Conditions: temperature 90 celsius, time 1 hour. Yields the product [N+](=O)([O-])C(CN1CCCC1)(C)C (1-(2-nitro-2-methylpropyl)-pyrrolidine). As a reaction SMILES: [N+:1]([CH:4]([CH3:6])[CH3:5])([O-:3])=[O:2].[NH:7]1[CH2:11][CH2:10][CH2:9][CH2:8]1.[CH2:12]=O.[OH-].[Na+]>O1CCOCC1>[N+:1]([C:4]([CH3:12])([CH3:6])[CH2:5][N:7]1[CH2:11][CH2:10][CH2:9][CH2:8]1)([O-:3])=[O:2] |f:3.4|. Procedure details: 18 ml of 2-nitropropane and 16.5 ml of pyrrolidine were dissolved in 60 ml of dioxan. 15 ml of aqueous formaldehyde solution (37%) and 8 ml of 2% sodium hydroxide solution were added at 5° C. The mixture was heated to 90° C. while stirring for 1 hour, cooled and thereafter extracted with 3×150 ml of ethyl acetate. Upon distillation in a water-jet vacuum, we obtained 19 g of 1-(2-nitro-2-methylpropyl)-pyrrolidine. Reactants: O=C1C=2NC=NC2N(C=2N1C(=NN2)CCC(=O)O)CCCCC (3-(5-oxo-9-pentyl-6,9-dihydro-5H[1,2,4]triazolo[4,3-a]purin-3-yl)propanoic acid), C1CC(=O)N(C1=O)Br (NBS). The solvent is C1CCOC1 (THF). Conditions: temperature 70 celsius, time 2 hour. Product: BrC1=NC=2N(C=3N(C(C2N1)=O)C(=NN3)CCC(=O)O)CCCCC (3-(7-bromo-5-oxo-9-pentyl-6,9-dihydro-5H-[1,2,4]triazolo[4,3-a]purin-3-yl)propanoic acid). Isolated yield 23.7%. As a reaction SMILES: [O:1]=[C:2]1[N:10]2[C:11]([CH2:14][CH2:15][C:16]([OH:18])=[O:17])=[N:12][N:13]=[C:9]2[N:8]([CH2:19][CH2:20][CH2:21][CH2:22][CH3:23])[C:7]2[N:6]=[CH:5][NH:4][C:3]1=2.C1C(=O)N([Br:31])C(=O)C1>C1COCC1>[Br:31][C:5]1[NH:4][C:3]2[C:2](=[O:1])[N:10]3[C:11]([CH2:14][CH2:15][C:16]([OH:18])=[O:17])=[N:12][N:13]=[C:9]3[N:8]([CH2:19][CH2:20][CH2:21][CH2:22][CH3:23])[C:7]=2[N:6]=1. Reported procedure: The mixture of 3-(5-oxo-9-pentyl-6,9-dihydro-5H[1,2,4]triazolo[4,3-a]purin-3-yl)propanoic acid (203 mg, 0.64 mmole) and NBS (125.8 mg, 7.0 mmol) in THF (25 ml) was stirred at 70° C. for 2 hours. After evaporation of solvent, the residue was purified by preparative LC-MS to afford 60.2 mg (23.7%) of the desired product (60.2 mg, 23.7%) as white solid. LCMS calculated for C14H18BrN6O3 (M+H): 397.1. found: 371.1.